This data is from the Open Reaction Database (ORD), a public repository of structured organic reaction records. The task is: describe an organic reaction: reactants, conditions, products, and yield Reaction SMILES: [Br:1][CH2:2][C:3](=[O:4])[c:5]1[cH:6][cH:7][cH:8][cH:9][cH:10]1.[C:11]([c:12]1[cH:13][cH:14][cH:15][cH:16][cH:17]1)(=[O:18])[NH:19][CH:20]1[CH2:21][CH2:22][NH:23][CH2:24][CH2:25]1.[C:26](=[O:27])([O-:28])[O-:29].[CH:32]([OH:33])([CH3:34])[CH3:35].[K+:30].[K+:31]>>[CH2:2]([C:3](=[O:4])[c:5]1[cH:6][cH:7][cH:8][cH:9][cH:10]1)[N:23]1[CH2:22][CH2:21][CH:20]([NH:19][C:11]([c:12]2[cH:13][cH:14][cH:15][cH:16][cH:17]2)=[O:18])[CH2:25][CH2:24]1. Starting materials: O=C(CBr)c1ccccc1, O=C(NC1CCNCC1)c1ccccc1, O=C([O-])[O-], CC(C)O, [K+], [K+]. Product: O=C(CN1CCC(NC(=O)c2ccccc2)CC1)c1ccccc1. Starting materials: C1(=CC=CC=C1)S(=O)(=O)O[C@@H]1CN([C@@H](C1)C(NC1(CC1)C#N)=O)C(=O)C1(CC1)C1=CC=C(C=C1)Cl ((3S,5S)-1-(1-(4-chlorophenyl)cyclopropanecarbonyl)-5-(1-cyanocyclopropylcarbamoyl)pyrrolidin-3-yl benzenesulfonate), C([O-])([O-])=O.[K+].[K+] (potassium carbonate), O1CCCC1 (tetrahydrofuran), C1CCOC1 (THF), C1(=CC=CC=C1)S (benzenethiol). Run in O (water), CC(=O)N(C)C (dimethylacetamide). Conditions: temperature 22 celsius, time 20 hour. Product: ClC1=CC=C(C=C1)C1(CC1)C(=O)N1[C@@H](C[C@H](C1)SC1=CC=CC=C1)C(=O)NC1(CC1)C#N ((2S,4R)-1-(1-(4-chlorophenyl)cyclopropanecarbonyl)-N-(1-cyanocyclopropyl)-4-(phenylthio)pyrrolidine-2-carboxamide). Yield: 101.5%. As a reaction SMILES: C1(S(O[C@H:11]2[CH2:15][C@@H:14]([C:16](=[O:23])[NH:17][C:18]3([C:21]#[N:22])[CH2:20][CH2:19]3)[N:13]([C:24]([C:26]3([C:29]4[CH:34]=[CH:33][C:32]([Cl:35])=[CH:31][CH:30]=4)[CH2:28][CH2:27]3)=[O:25])[CH2:12]2)(=O)=O)C=CC=CC=1.C(=O)([O-])[O-].[K+].[K+].O1CCCC1.[C:47]1([SH:53])[CH:52]=[CH:51][CH:50]=[CH:49][CH:48]=1>CC(N(C)C)=O.O>[Cl:35][C:32]1[CH:31]=[CH:30][C:29]([C:26]2([C:24]([N:13]3[CH2:12][C@H:11]([S:53][C:47]4[CH:52]=[CH:51][CH:50]=[CH:49][CH:48]=4)[CH2:15][C@H:14]3[C:16]([NH:17][C:18]3([C:21]#[N:22])[CH2:20][CH2:19]3)=[O:23])=[O:25])[CH2:28][CH2:27]2)=[CH:34][CH:33]=1 |f:1.2.3|. Procedure: To a suspension of (3S,5S)-1-(1-(4-chlorophenyl)cyclopropanecarbonyl)-5-(1-cyanocyclopropylcarbamoyl)pyrrolidin-3-yl benzenesulfonate (example 457c; 200 mg) and potassium carbonate (134 mg) in dimethylacetamide (1 mL) was added at tetrahydrofuran (1.2 mL) at room temperature THF and benzenethiol (50.7 mg). The reaction mixture was stirred at 22° C. for 20 hr then poured into water and extracted with ethyl acetate. The combined organic layers were washed with brine, dried over sodium sulfate and ... The reactants are CCOC(=O)CBr, O=c1[nH]c2ccccc2n1C1CCN(C2Cc3cccc4cccc2c34)CC1, [H-], [Na+], CN(C)C=O, O. Product: CCOC(=O)Cn1c(=O)n(C2CCN(C3Cc4cccc5cccc3c45)CC2)c2ccccc21. Reaction SMILES: [Br:31][CH2:32][C:33](=[O:34])[O:35][CH2:36][CH3:37].[CH:1]1([N:13]2[CH2:14][CH2:15][CH:16]([n:19]3[c:20](=[O:28])[nH:21][c:22]4[c:23]3[cH:24][cH:25][cH:26][cH:27]4)[CH2:17][CH2:18]2)[CH2:2][c:3]2[cH:4][cH:5][cH:6][c:7]3[cH:8][cH:9][cH:10][c:11]1[c:12]23.[H-:29].[Na+:30].[O:39]=[CH:40][N:41]([CH3:42])[CH3:43].[OH2:38]>>[CH:1]1([N:13]2[CH2:14][CH2:15][CH:16]([n:19]3[c:20](=[O:28])[n:21]([CH2:32][C:33](=[O:34])[O:35][CH2:36][CH3:37])[c:22]4[c:23]3[cH:24][cH:25][cH:26][cH:27]4)[CH2:17][CH2:18]2)[CH2:2][c:3]2[cH:4][cH:5][cH:6][c:7]3[cH:8][cH:9][cH:10][c:11]1[c:12]23. The reactants are Cc1ccc(C(=O)Cl)c(C)c1, CC1(C)NN(C2CCCCC2)C1=O. Product: Cc1ccc(C(=O)N2N(C3CCCCC3)C(=O)C2(C)C)c(C)c1. RXN SMILES: [CH3:14][c:15]1[c:16]([C:17](=[O:18])[Cl:19])[cH:20][cH:21][c:22]([CH3:24])[cH:23]1.[CH:1]1([N:7]2[NH:8][C:9]([CH3:12])([CH3:13])[C:10]2=[O:11])[CH2:2][CH2:3][CH2:4][CH2:5][CH2:6]1>>[CH:1]1([N:7]2[N:8]([C:17]([c:16]3[c:15]([CH3:14])[cH:23][c:22]([CH3:24])[cH:21][cH:20]3)=[O:18])[C:9]([CH3:12])([CH3:13])[C:10]2=[O:11])[CH2:2][CH2:3][CH2:4][CH2:5][CH2:6]1. Reactants: COC1=CC=C(C=C1C1=CC=C(C=C1)OC)CNC(C)C1=CC=NC2=CC=CC=C12 ((6,4′-dimethoxy-biphenyl-3-ylmethyl)-(1-quinolin-4-yl-ethyl)-amine), C1(=CC=CC=C1)[C@@H](CC)N ((R)-(+)-1-phenyl-propylamine), COC1=CC=C(C=C1C1=CC=C(C=C1)OC)C=O (6,4′-Dimethoxy-biphenyl-3-carbaldehyde), C(#N)[BH3-].[Na+] (sodium cyanoborohydride). The product is C1(=CC=CC=C1)[C@@H](CC)NCC1=CC(=C(C=C1)OC)C1=CC=C(C=C1)OC (((1R)-1-Phenylpropyl){[4-methoxy-3-(4-methoxyphenyl)phenyl]methyl}amine). Isolated yield 52.0%. Reaction SMILES: [CH3:1][O:2][C:3]1[C:8]([C:9]2[CH:14]=[CH:13][C:12]([O:15][CH3:16])=[CH:11][CH:10]=2)=[CH:7][C:6]([CH2:17][NH:18][CH:19]([C:21]2C3C(=CC=CC=3)N=C[CH:22]=2)C)=[CH:5][CH:4]=1.[C:31]1([C@H](N)CC)[CH:36]=[CH:35][CH:34]=[CH:33][CH:32]=1.COC1C(C2C=CC(OC)=CC=2)=CC(C=O)=CC=1.C([BH3-])#N.[Na+]>>[C:31]1([C@H:19]([NH:18][CH2:17][C:6]2[CH:5]=[CH:4][C:3]([O:2][CH3:1])=[C:8]([C:9]3[CH:10]=[CH:11][C:12]([O:15][CH3:16])=[CH:13][CH:14]=3)[CH:7]=2)[CH2:21][CH3:22])[CH:36]=[CH:35][CH:34]=[CH:33][CH:32]=1 |f:3.4|. Procedure details: The title compound was prepared by the same procedure for (6,4′-dimethoxy-biphenyl-3-ylmethyl)-(1-quinolin-4-yl-ethyl)-amine from (R)-(+)-1-phenyl-propylamine (405 mg, 3.0 mmol, Lancaster Synthesis Ltd.), 6,4′-Dimethoxy-biphenyl-3-carbaldehyde (242 mg, 1.0 mmol) and sodium cyanoborohydride (1.0 g, 16 mmol, Aldrich). The title compound was purified by column chromatography (silica gel, hexane/ethyl acetate 2/3) in form as white solid in 52% yield (187 mg, 0.52 mmol). The product is CCOC(=O)c1cc(Oc2ccc(S(C)(=O)=O)cc2)c2cc(CC)oc2c1. Starting materials: O=C([O-])[O-], CCOC(=O)c1cc(O)c2cc(CC)oc2c1, CS(=O)(=O)c1ccc(F)cc1, [Cs+], [Cs+], CN(C)C=O, O. RXN SMILES: [C:29](=[O:30])([O-:31])[O-:32].[CH2:1]([CH3:2])[c:3]1[o:4][c:5]2[c:6]([cH:7]1)[c:8]([OH:17])[cH:9][c:10]([C:12](=[O:13])[O:14][CH2:15][CH3:16])[cH:11]2.[CH3:18][S:19](=[O:20])(=[O:21])[c:22]1[cH:23][cH:24][c:25]([F:28])[cH:26][cH:27]1.[Cs+:33].[Cs+:34].[O:36]=[CH:37][N:38]([CH3:39])[CH3:40].[OH2:35]>>[CH2:1]([CH3:2])[c:3]1[o:4][c:5]2[c:6]([cH:7]1)[c:8]([O:17][c:25]1[cH:24][cH:23][c:22]([S:19]([CH3:18])(=[O:20])=[O:21])[cH:27][cH:26]1)[cH:9][c:10]([C:12](=[O:13])[O:14][CH2:15][CH3:16])[cH:11]2.